Task: describe an organic reaction: reactants, conditions, products, and yield. Dataset: the Open Reaction Database (ORD), a public repository of structured organic reaction records The reactants are ice water, ClC1=CC=C(C=C1)C1=NOC(C1)=O (3-(4-chlorophenyl)-5-(4H)-isoxazolone), ClC(F)F (chlorodifluoromethane), [OH-].[K+] (potassium hydroxide). Solvent: O1CCOCC1 (dioxane). Yields the product ClC1=CC=C(C=C1)C1=NOC(=C1)OC(F)F (3-(4-Chlorophenyl)-5-difluoromethoxyisoxazole). As a reaction SMILES: [Cl:1][C:2]1[CH:7]=[CH:6][C:5]([C:8]2[CH2:12][C:11](=[O:13])[O:10][N:9]=2)=[CH:4][CH:3]=1.[OH-].[K+].Cl[CH:17]([F:19])[F:18]>O1CCOCC1>[Cl:1][C:2]1[CH:3]=[CH:4][C:5]([C:8]2[CH:12]=[C:11]([O:13][CH:17]([F:19])[F:18])[O:10][N:9]=2)=[CH:6][CH:7]=1 |f:1.2|. Procedure details: In a 100 ml autoclave, 5.87 g (0.03 mol) 3-(4-chlorophenyl)-5-(4H)-isoxazolone was dissolved 30 ml dioxane and treated with 10 ml of 30% aqueous potassium hydroxide. The autoclave was pressurised to 10 bar with chlorodifluoromethane and the reaction mixture was heated at 50°-60° C. for 15 hours. After cooling and reducing the pressure the solution was poured into 300 ml ice/water and extracted three times with 70 ml ethyl acetate. The combined organic phases were dried over magnesium sulphate an... Starting materials: O=C(O)c1ccc(Br)o1, CCCCCCCCCCCCO, [Cl-], [H-], [Na+], c1ccncc1. Yields the product CCCCCCCCCCCCOc1ccc(C(=O)O)o1. Reaction SMILES: [Br:1][c:2]1[cH:3][cH:4][c:5]([C:7](=[O:8])[OH:9])[o:6]1.[CH2:10]([CH2:11][CH2:12][CH2:13][CH2:14][CH2:15][CH2:16][CH2:17][CH2:18][CH2:19][CH2:20][CH3:21])[OH:22].[Cl-:25].[H-:23].[Na+:24].[cH:26]1[cH:27][cH:28][n:29][cH:30][cH:31]1>>[c:2]1([O:22][CH2:10][CH2:11][CH2:12][CH2:13][CH2:14][CH2:15][CH2:16][CH2:17][CH2:18][CH2:19][CH2:20][CH3:21])[cH:3][cH:4][c:5]([C:7](=[O:8])[OH:9])[o:6]1. Reactants: C(C)(C)(C)OC(=O)N1C(OC([C@H]1CCSCC)C(=O)O)(C)C ((4R, 5RS)-3-(tert-butoxycarbonyl)-4-[2-(ethylsulfanyl)ethyl]-2,2-dimethyl-1,3-oxazolidine-5-carboxylic acid), C([O-])([O-])=O.[Cs+].[Cs+] (cesium carbonate), C(C(C)(C)C)(=O)OCCl (chloromethyl pivalate). Solvent: CN(C)C=O (DMF), C(C)(=O)OCC (ethyl acetate). Conditions: time 1 hour. Product: N[C@@H](C(C(=O)OCOC(C(C)(C)C)=O)O)CCSCC ([(2,2-dimethylpropanoyl)oxy]methyl (2RS,3R)-3-amino-5-(ethylsulfanyl)-2-hydroxypentanoate). RXN SMILES: C(OC([N:8]1[C@H:12]([CH2:13][CH2:14][S:15][CH2:16][CH3:17])[CH:11]([C:18]([OH:20])=[O:19])[O:10]C1(C)C)=O)(C)(C)C.C(=O)([O-])[O-].[Cs+].[Cs+].[C:29]([O:35][CH2:36]Cl)(=[O:34])[C:30]([CH3:33])([CH3:32])[CH3:31]>CN(C=O)C.C(OCC)(=O)C>[NH2:8][C@H:12]([CH2:13][CH2:14][S:15][CH2:16][CH3:17])[CH:11]([OH:10])[C:18]([O:20][CH2:36][O:35][C:29](=[O:34])[C:30]([CH3:33])([CH3:32])[CH3:31])=[O:19] |f:1.2.3|. Procedure: A solution of Example 22B (0.102 g, 0.31 mmol), cesium carbonate (0.111 g, 0.34 mmol), and chloromethyl pivalate (0.055 mL, 0.38 mmol) in DMF (3 mL) at room temperature was stirred for 24 hours, diluted with ethyl acetate, washed sequentially with water, aqueous NaHCO3, pH 7 buffer, and brine, dried (MgSO4), filtered, and concentrated. The residue was dissolved in 4M HCl in dioxane (2 mL), stirred for 1 hour, treated with water (1 mL), stirred for 1 hour, concentrated, and purified by reverse ph... Reactants: CC(=O)OC1CSC(Oc2ccc(I)cc2)C(OC(C)=O)C1OC(C)=O, OB(O)c1cccnc1. The product is CC(=O)OC1CSC(Oc2ccc(-c3cccnc3)cc2)C(OC(C)=O)C1OC(C)=O. RXN SMILES: [C:1]([CH3:2])(=[O:3])[O:4][CH:5]1[CH:6]([O:7][c:8]2[cH:9][cH:10][c:11]([I:14])[cH:12][cH:13]2)[S:15][CH2:16][CH:17]([O:23][C:24]([CH3:25])=[O:26])[CH:18]1[O:19][C:20]([CH3:21])=[O:22].[n:27]1[cH:28][c:29]([B:33]([OH:34])[OH:35])[cH:30][cH:31][cH:32]1>>[C:1]([CH3:2])(=[O:3])[O:4][CH:5]1[CH:6]([O:7][c:8]2[cH:9][cH:10][c:11](-[c:29]3[cH:28][n:27][cH:32][cH:31][cH:30]3)[cH:12][cH:13]2)[S:15][CH2:16][CH:17]([O:23][C:24]([CH3:25])=[O:26])[CH:18]1[O:19][C:20]([CH3:21])=[O:22]. Starting materials: N#Cc1cc2c(Oc3ccc(NC(=O)Nc4ccc(F)cc4)c(F)c3)ccnc2cc1OCC1CO1, C1COCCN1, C1CCOC1. Product: N#Cc1cc2c(Oc3ccc(NC(=O)Nc4ccc(F)cc4)c(F)c3)ccnc2cc1OCC(O)CN1CCOCC1. As a reaction SMILES: [C:7](#[N:8])[c:9]1[cH:10][c:11]2[c:12]([O:24][c:25]3[cH:26][c:27]([F:42])[c:28]([NH:31][C:32](=[O:33])[NH:34][c:35]4[cH:36][cH:37][c:38]([F:41])[cH:39][cH:40]4)[cH:29][cH:30]3)[cH:13][cH:14][n:15][c:16]2[cH:17][c:18]1[O:19][CH2:20][CH:21]1[O:22][CH2:23]1.[CH2:1]1[CH2:2][O:3][CH2:4][CH2:5][NH:6]1.[O:43]1[CH2:44][CH2:45][CH2:46][CH2:47]1>>[CH2:1]1[CH2:2][O:3][CH2:4][CH2:5][N:6]1[CH2:23][CH:21]([CH2:20][O:19][c:18]1[c:9]([C:7]#[N:8])[cH:10][c:11]2[c:12]([O:24][c:25]3[cH:26][c:27]([F:42])[c:28]([NH:31][C:32](=[O:33])[NH:34][c:35]4[cH:36][cH:37][c:38]([F:41])[cH:39][cH:40]4)[cH:29][cH:30]3)[cH:13][cH:14][n:15][c:16]2[cH:17]1)[OH:22]. The reactants are C(C)[Mg]Br (ethyl magnesium bromide), C(C1=CC=CC=C1)=NCC#C (N-benzylidene-2-propyn-1-amine), C[Si](C)(C)Cl (trimethylsilyl chloride). Run in O1CCCC1 (tetrahydrofuran), O1CCCC1 (tetrahydrofuran), [Cl-].[Na+].O (brine). Conditions: time 30 minute. Yields the product C(C1=CC=CC=C1)=NCC#C[Si](C)(C)C (N-benzylidene-3-(trimethylsilyl)-2-propyn-1-amine). Reaction SMILES: C([Mg]Br)C.[CH:5](=[N:12][CH2:13][C:14]#[CH:15])[C:6]1[CH:11]=[CH:10][CH:9]=[CH:8][CH:7]=1.[CH3:16][Si:17](Cl)([CH3:19])[CH3:18]>O1CCCC1.[Cl-].[Na+].O>[CH:5](=[N:12][CH2:13][C:14]#[C:15][Si:17]([CH3:19])([CH3:18])[CH3:16])[C:6]1[CH:11]=[CH:10][CH:9]=[CH:8][CH:7]=1 |f:4.5.6|. Procedure: 10 g of ethyl magnesium bromide was added over 30 minutes to a stirred solution of 10.2 g of 1A in 100 ml of tetrahydrofuran at 0° C. The resulting mixture was stirred at that temperature for 30 minutes, then a solution of 7.75 g of trimethylsilyl chloride in 30 ml of tetrahydrofuran was added over 30 minutes. The mixture then was stirred at 0° C. for 90 minutes, treated with brine, dried (MgSO4) and the solvent was evaporated. The residue was distilled at 85°-90° C., 0.3 Torr., to give N-benzyl...